This data is from the Open Reaction Database (ORD), a public repository of structured organic reaction records. The task is: describe an organic reaction: reactants, conditions, products, and yield The reactants are C(C1=CC=CC=C1)(=O)OC1(C(N(C2=CC=C(C=C12)C)CC)=O)CC1=CC(=C(C(=C1)OC)OC)OC (1-ethyl-5-methyl-2-oxo-3-(3,4,5-trimethoxybenzyl)indolin-3-yl benzoate), C(C1=CC=CC=C1)(=O)OC1C(N(C2=CC=CC=C12)CC(C)C)=O (1-isobutyl-2-oxoindolin-3-yl benzoate). Product: C(C1=CC=CC=C1)(=O)OC1(C(N(C2=CC=CC=C12)CC(C)C)=O)CC1=CC(=C(C(=C1)OC)OC)OC (1-isobutyl-2-oxo-3-(3,4,5-trimethoxybenzyl)indolin-3-yl benzoate). RXN SMILES: C(OC1([CH2:23][C:24]2[CH:29]=[C:28]([O:30][CH3:31])[C:27]([O:32][CH3:33])=[C:26]([O:34][CH3:35])[CH:25]=2)C2C(=CC=C(C)C=2)N(CC)C1=O)(=O)C1C=CC=CC=1.[C:36]([O:44][CH:45]1[C:53]2[C:48](=[CH:49][CH:50]=[CH:51][CH:52]=2)[N:47]([CH2:54][CH:55]([CH3:57])[CH3:56])[C:46]1=[O:58])(=[O:43])[C:37]1[CH:42]=[CH:41][CH:40]=[CH:39][CH:38]=1>>[C:36]([O:44][C:45]1([CH2:23][C:24]2[CH:25]=[C:26]([O:34][CH3:35])[C:27]([O:32][CH3:33])=[C:28]([O:30][CH3:31])[CH:29]=2)[C:53]2[C:48](=[CH:49][CH:50]=[CH:51][CH:52]=2)[N:47]([CH2:54][CH:55]([CH3:56])[CH3:57])[C:46]1=[O:58])(=[O:43])[C:37]1[CH:38]=[CH:39][CH:40]=[CH:41][CH:42]=1. Procedure details: This compound was made in an analogous fashion to 1-ethyl-5-methyl-2-oxo-3-(3,4,5-trimethoxybenzyl)indolin-3-yl benzoate using 1-isobutyl-2-oxoindolin-3-yl benzoate. 1H-NMR δ 8.05 (d, 2H), 7.57 (dd, 1H), 7.43 (dd, 2H), 7.27 (m, 1H), 7.17 (d, 1H), 7.01 (dd, 1H), 6.73 (d, 1H), 6.17 (2H), 3.78 (s, 3H), 3.66 (s, 6H), 3.51 (m, 2H), 3.25 (m, 2H), 1.97 (m, 1H), 0.82 (dd, 6H). Calculated mass for C29H31NO6, 489.22. Observed 512.3 (M+Na). Procedure details: To a well-stirred suspension of 6.93 grams (40 mmol) of sodium hydrosulfite (Na2S2O4) in 70 ml N, N-dimethylformamide (DMF) was added 4.85 grams (31 mmol) of 4-methoxy benzyl chloride. The mixture was stirred for five hours at room temperature, then brought to 85° C. for 24 hours. The mixture was poured onto 250 ml of crushed ice, and the total volume brought to 700 ml with water. The hygroscopic solid product was isolated by filtration and recrystallized from toluene to give 2.9 grams (9.5 mmol... As a reaction SMILES: [S:1](S([O-])=O)([O-:3])=[O:2].[Na+].[Na+].[CH3:9][O:10][C:11]1[CH:18]=[CH:17][C:14]([CH2:15]Cl)=[CH:13][CH:12]=1.O.CN(C)[CH:22]=[O:23]>>[CH3:9][O:10][C:11]1[CH:18]=[CH:17][C:14]([CH2:15][S:1]([CH2:15][C:14]2[CH:17]=[CH:18][C:11]([O:23][CH3:22])=[CH:12][CH:13]=2)(=[O:3])=[O:2])=[CH:13][CH:12]=1 |f:0.1.2|. Starting materials: O (water), S(=O)([O-])S(=O)[O-].[Na+].[Na+] (sodium hydrosulfite), CN(C=O)C (N, N-dimethylformamide), ice, COC1=CC=C(CCl)C=C1 (4-methoxy benzyl chloride). Yields the product COC1=CC=C(CS(=O)(=O)CC2=CC=C(C=C2)OC)C=C1 (bis(4-methoxy benzyl) sulfone). Yield: 61.0%. Conditions: time 5 hour. Starting materials: C(C)OC(=O)C=1C(=C(NC1CCCCBr)C(=O)OC(C)(C)C)C (5-(4-bromo-butyl)-3-methyl-1H-pyrrole-2,4-dicarboxylic acid 2-tert-butyl ester 4-ethyl ester), C(C)N(CCN)CC (N,N-diethylethylenediamine). Solvent: ClCCl (dichloromethane). Product: C(C)OC(=O)C=1C(=C(NC1CCCCN(CC)CC)C(=O)OC(C)(C)C)C (5-(4-Diethylamino-butyl)-3-methyl-1H-pyrrole-2,4-dicarboxylic acid 2-tert-butyl ester 4-ethyl ester), 5-(4-diethylamino-butyl)-3-methyl-1H-pyrrole-2,4-dicarboxylic acid 2-cert-butyl ester 4-ethyl ester. Yield: 78.0%. As a reaction SMILES: [CH2:1]([O:3][C:4]([C:6]1[C:7]([CH3:23])=[C:8]([C:16]([O:18][C:19]([CH3:22])([CH3:21])[CH3:20])=[O:17])[NH:9][C:10]=1[CH2:11][CH2:12][CH2:13][CH2:14]Br)=[O:5])[CH3:2].[CH2:24]([N:26](CC)[CH2:27][CH2:28]N)[CH3:25]>ClCCl>[CH2:1]([O:3][C:4]([C:6]1[C:7]([CH3:23])=[C:8]([C:16]([O:18][C:19]([CH3:22])([CH3:21])[CH3:20])=[O:17])[NH:9][C:10]=1[CH2:11][CH2:12][CH2:13][CH2:14][N:26]([CH2:27][CH3:28])[CH2:24][CH3:25])=[O:5])[CH3:2]. Procedure: 5-(4-Bromo-butyl)-3-methyl-1H-pyrrole-2,4-dicarboxylic acid 2-tert-butyl ester 4-ethyl ester 60c (220 mg, 0.57 mmol) was dissolved in 5 ml of dichloromethane under stirring, and added with N,N-diethylethylenediamine (164 μl, 1.13 mmol) to the solution and refluxed for 30 minutes in an oil bath. The reaction mixture was concentrated to evaporate solvent and refluxed for another 1 hour. After thin lay chromatography showed the disappearance of starting materials, the reaction mixture was concentra... Starting materials: C(#C)C=1C=NN2C1N=C(C=C2C(F)(F)F)C2=CC(=CC=C2)C(F)(F)F (3-ethynyl-7-trifluoromethyl-5-(3-trifluoromethyl-phenyl)-pyrazolo[1,5-a]pyrimidine), BrC1=CC=C(S1)S(=O)(=O)N1CCN(CC1)C (1-(5-Bromo-thiophene-2-sulfonyl)-4-methyl-piperazine). Product: CN1CCN(CC1)S(=O)(=O)C1=CC=C(S1)C#CC=1C=NN2C1N=C(C=C2C(F)(F)F)C2=CC(=CC=C2)C(F)(F)F (3-[5-(4-Methyl-piperazine-1-sulfonyl)-thiophen-2-ylethynyl]-7-trifluoromethyl-5-(3-trifluoromethyl-phenyl)-pyrazolo[1,5-a]pyrimidine), solid. Isolated yield 70.0%. As a reaction SMILES: [C:1]([C:3]1[CH:4]=[N:5][N:6]2[C:11]([C:12]([F:15])([F:14])[F:13])=[CH:10][C:9]([C:16]3[CH:21]=[CH:20][CH:19]=[C:18]([C:22]([F:25])([F:24])[F:23])[CH:17]=3)=[N:8][C:7]=12)#[CH:2].Br[C:27]1[S:31][C:30]([S:32]([N:35]2[CH2:40][CH2:39][N:38]([CH3:41])[CH2:37][CH2:36]2)(=[O:34])=[O:33])=[CH:29][CH:28]=1>>[CH3:41][N:38]1[CH2:37][CH2:36][N:35]([S:32]([C:30]2[S:31][C:27]([C:2]#[C:1][C:3]3[CH:4]=[N:5][N:6]4[C:11]([C:12]([F:14])([F:13])[F:15])=[CH:10][C:9]([C:16]5[CH:21]=[CH:20][CH:19]=[C:18]([C:22]([F:25])([F:24])[F:23])[CH:17]=5)=[N:8][C:7]=34)=[CH:28][CH:29]=2)(=[O:34])=[O:33])[CH2:40][CH2:39]1. Procedure: The title compound was prepared from 3-ethynyl-7-trifluoromethyl-5-(3-trifluoromethyl-phenyl)-pyrazolo[1,5-a]pyrimidine (example C.10) (178 mg, 0.5 mmol) and 1-(5-bromo-thiophene-2-sulfonyl)-4-methyl-piperazine (example B.50) (163 mg, 0.5 mmol) according to general procedure II. Obtained as an orange solid (210 mg, 70%). MS (EI) 599.1 [(M)+]; mp 191° C. Procedure: Dissolve 650 mg of the ester of Step A in 15 ml of methanol. Add 10 ml of 20% aqueous sodium hydroxide and reflux for 10 minutes. Dilute with 200 ml of water and extract with ether. Acidify the aqueous extract concentrated hydrochloric acid and extract into ether. Evaporate to dryness and crystalline from methanol to obtain the title product. Starting materials: C1(=CC=CC=C1)SC1C2=C(OCC3=C1C=CC=C3)C=CC(=C2)C(=O)OC (Methyl 6,11-Dihydro-11-phenylthiodibenz[b,e]oxepin-2-carboxylate), [OH-].[Na+] (sodium hydroxide). The solvent is CO (methanol), O (water). The product is C1(=CC=CC=C1)SC1C2=C(OCC3=C1C=CC=C3)C=CC(=C2)C(=O)O (6,11-Dihydro-11-phenylthiodibenz[b,e]oxepin-2-carboxylic Acid). As a reaction SMILES: [C:1]1([S:7][CH:8]2[C:14]3[CH:15]=[CH:16][CH:17]=[CH:18][C:13]=3[CH2:12][O:11][C:10]3[CH:19]=[CH:20][C:21]([C:23]([O:25]C)=[O:24])=[CH:22][C:9]2=3)[CH:6]=[CH:5][CH:4]=[CH:3][CH:2]=1.[OH-].[Na+]>CO.O>[C:1]1([S:7][CH:8]2[C:14]3[CH:15]=[CH:16][CH:17]=[CH:18][C:13]=3[CH2:12][O:11][C:10]3[CH:19]=[CH:20][C:21]([C:23]([OH:25])=[O:24])=[CH:22][C:9]2=3)[CH:2]=[CH:3][CH:4]=[CH:5][CH:6]=1 |f:1.2|. The reactants are C(C=C)OC(C(=P(C1=CC=CC=C1)(C1=CC=CC=C1)C1=CC=CC=C1)N1C([C@@H]([C@H]1S)C(O[SiH2]C(C)(C)C)(C)C)=O)=O (2-[(3S,4R)-3-(tert.-butyl-dimethyl-silyloxymethyl)-4-mercapto-2-oxoazetidin-1-yl]-2-triphenylphosphoranylideneacetic acid allyl ester), ClCC(=O)Cl (chloroacetyl chloride). The reagents and catalysts are [Ag] (silver). Product: C(C=C)OC(C(=P(C1=CC=CC=C1)(C1=CC=CC=C1)C1=CC=CC=C1)N1C([C@@H]([C@H]1SC(CCl)=O)C(O[SiH2]C(C)(C)C)(C)C)=O)=O (2-[(3S,4R)-3-(tert.-butyl-dimethyl-silyloxymethyl)-4-chloroacetylthio-2-oxoazetidin-1-yl]-2-triphenylphosphoranylideneacetic acid allyl ester). As a reaction SMILES: [CH2:1]([O:4][C:5](=[O:41])[C:6]([N:26]1[C@H:29]([SH:30])[C@@H:28]([C:31]([CH3:39])([CH3:38])[O:32][SiH2:33][C:34]([CH3:37])([CH3:36])[CH3:35])[C:27]1=[O:40])=[P:7]([C:20]1[CH:25]=[CH:24][CH:23]=[CH:22][CH:21]=1)([C:14]1[CH:19]=[CH:18][CH:17]=[CH:16][CH:15]=1)[C:8]1[CH:13]=[CH:12][CH:11]=[CH:10][CH:9]=1)[CH:2]=[CH2:3].[Cl:42][CH2:43][C:44](Cl)=[O:45]>[Ag]>[CH2:1]([O:4][C:5](=[O:41])[C:6]([N:26]1[C@H:29]([S:30][C:44](=[O:45])[CH2:43][Cl:42])[C@@H:28]([C:31]([CH3:39])([CH3:38])[O:32][SiH2:33][C:34]([CH3:35])([CH3:37])[CH3:36])[C:27]1=[O:40])=[P:7]([C:14]1[CH:19]=[CH:18][CH:17]=[CH:16][CH:15]=1)([C:20]1[CH:21]=[CH:22][CH:23]=[CH:24][CH:25]=1)[C:8]1[CH:9]=[CH:10][CH:11]=[CH:12][CH:13]=1)[CH:2]=[CH2:3]. Procedure details: In a manner analogous to that described in Example 7, 30 g of the silver salt of 2-[(3S,4R)-3-(tert.-butyl-dimethyl-silyloxymethyl)-4-mercapto-2-oxoazetidin-1-yl]-2-triphenylphosphoranylideneacetic acid allyl ester are reacted with 5.04 ml of chloroacetyl chloride to form the title compound. The reactants are O=CC(Cl)(Cl)Cl (chloral), Grignard reagent, [Mg] (magnesium), BrC=1SC=CC1 (2-bromothiophene), O (water). The solvent is C(C)OCC (diethyl ether). Run at temperature 5 celsius, time 8 hour. Yields the product Grignard reagent, ClC(C(O)C=1SC=CC1)(Cl)Cl (2,2,2-trichloro-1-(2-thienyl)ethanol). Isolated yield 54.8%. Reaction SMILES: [Mg].Br[C:3]1[S:4][CH:5]=[CH:6][CH:7]=1.[O:8]=[CH:9][C:10]([Cl:13])([Cl:12])[Cl:11].O>C(OCC)C>[Cl:11][C:10]([Cl:13])([Cl:12])[CH:9]([C:3]1[S:4][CH:5]=[CH:6][CH:7]=1)[OH:8]. Procedure: Under a dry argon atmosphere a Grignard reagent was prepared by combining 13.1 g (0.54 mole) of magnesium turnings with 86.4 g (0.53 mole) of 2-bromothiophene in dry diethyl ether. The Grignard reagent was stirred and cooled to 5° C., and 77.8 g (0.53 mole) of chloral was added slowly. The reaction mixture was allowed to stir overnight at room temperature. The reaction mixture was poured into 500 ml of cold water and extracted with three 250 ml portions of ethyl acetate. The combined organic ext... Reactants: ClC1=CC=C(C=C1)C1C(C2CCC(C1)N2C(=O)OCC(Cl)(Cl)Cl)OCC2=CC1=CC=CC=C1C=C2 (2,2,2-trichloroethyl (1RS,2RS,3RS,5SR)-3-(4-chloro-phenyl)-2-(naphthalen-2-ylmethoxy)-8-aza-bicyclo[3.2.1]octane-8-carboxylate). The reagents and catalysts are [Zn] (zinc). Solvent: C(C)(=O)O (acetic acid), O (water). Reaction conditions: time 12 hour. The product is ClC1=CC=C(C=C1)C1C(C2CCC(C1)N2)OCC2=CC1=CC=CC=C1C=C2 ((1RS,2RS,3RS,5SR)-3-(4-chloro-phenyl)-2-(naphthalen-2-ylmethoxy)-8-aza-bicyclo[3.2.1]octane). Yield: 61.7%. As a reaction SMILES: [Cl:1][C:2]1[CH:7]=[CH:6][C:5]([CH:8]2[CH2:14][CH:13]3[N:15](C(OCC(Cl)(Cl)Cl)=O)[CH:10]([CH2:11][CH2:12]3)[CH:9]2[O:24][CH2:25][C:26]2[CH:35]=[CH:34][C:33]3[C:28](=[CH:29][CH:30]=[CH:31][CH:32]=3)[CH:27]=2)=[CH:4][CH:3]=1>C(O)(=O)C.O.[Zn]>[Cl:1][C:2]1[CH:7]=[CH:6][C:5]([CH:8]2[CH2:14][CH:13]3[NH:15][CH:10]([CH2:11][CH2:12]3)[CH:9]2[O:24][CH2:25][C:26]2[CH:35]=[CH:34][C:33]3[C:28](=[CH:29][CH:30]=[CH:31][CH:32]=3)[CH:27]=2)=[CH:4][CH:3]=1. Reported procedure: A suspension of 1.14 g (2.06 mmol) of 2,2,2-trichloroethyl (1RS,2RS,3RS,5SR)-3-(4-chloro-phenyl)-2-(naphthalen-2-ylmethoxy)-8-aza-bicyclo[3.2.1]octane-8-carboxylate and 400 mg of zinc in 10 ml of acetic acid was stirred at room temperature for 12 hours. The reaction solution was diluted with 50 ml of water and extracted four times with 40 ml of methylene chloride. The organic phase was washed twice with 50 ml of 1 N sodium hydroxide solution, dried over sodium sulphate, filtered and evaporated. ...